describe an organic reaction: reactants, conditions, products, and yield From a dataset of the Open Reaction Database (ORD), a public repository of structured organic reaction records. Reactants: BrC=1C=CC(=C(C(=O)O)C1)OCC1=CC=CC=C1 (5-bromo-2-[(phenylmethyl)oxy]benzoic acid), C1=CN(C=N1)C(=O)N2C=CN=C2 (CDI), N1=CN=CC(=C1)N (pyrimidin-5-amine). The solvent is C1CCOC1 (THF). Conditions: time 10 minute. Product: BrC=1C=CC(=C(C(=O)NC=2C=NC=NC2)C1)OCC1=CC=CC=C1 (5-Bromo-2-[(phenylmethyl)oxy]-N-5-pyrimidinylbenzamide). Reaction SMILES: [Br:1][C:2]1[CH:3]=[CH:4][C:5]([O:11][CH2:12][C:13]2[CH:18]=[CH:17][CH:16]=[CH:15][CH:14]=2)=[C:6]([CH:10]=1)[C:7]([OH:9])=O.C1N=C[N:21]([C:24]([N:26]2C=[N:29][CH:28]=[CH:27]2)=O)[CH:20]=1.N1C=C(N)C=NC=1>C1COCC1>[Br:1][C:2]1[CH:3]=[CH:4][C:5]([O:11][CH2:12][C:13]2[CH:18]=[CH:17][CH:16]=[CH:15][CH:14]=2)=[C:6]([CH:10]=1)[C:7]([NH:29][C:28]1[CH:20]=[N:21][CH:24]=[N:26][CH:27]=1)=[O:9]. Procedure details: Solid 5-bromo-2-[(phenylmethyl)oxy]benzoic acid (may be prepared as described in Description 5, method C; 200 mg, 0.65 mmol) was added to a stirred suspension of CDI (106 mg, 0.65 mmol) in THF (3 ml) under nitrogen at 20° C. The reaction mixture was stirred at room temperature for 10 min and pyrimidin-5-amine (61.9 mg, 0.65 mmol) was added dropwise. After refluxing for 14 h, the reaction mixture was concentrated to obtain crude product. The crude product was purified by silica gel chromatography... The reactants are NC=1C=C(C(=O)NC2=NC=CC=C2)C=CC1 (3-amino-N-2-pyridylbenzamide), CC(=O)C (acetone), CN=C=O (methyl isocyanate). Run in C(C)N(CC)CC (triethylamine). The product is CNC(NC=1C=C(C(=O)NC2=NC=CC=C2)C=CC1)=O (3-(3-methylureido)-N-2-pyridylbenzamide). Yield: 85.0%. Reaction SMILES: [NH2:1][C:2]1[CH:3]=[C:4]([CH:14]=[CH:15][CH:16]=1)[C:5]([NH:7][C:8]1[CH:13]=[CH:12][CH:11]=[CH:10][N:9]=1)=[O:6].CC(C)=O.[CH3:21][N:22]=[C:23]=[O:24]>C(N(CC)CC)C>[CH3:21][NH:22][C:23](=[O:24])[NH:1][C:2]1[CH:3]=[C:4]([CH:14]=[CH:15][CH:16]=1)[C:5]([NH:7][C:8]1[CH:13]=[CH:12][CH:11]=[CH:10][N:9]=1)=[O:6]. Procedure details: A mixture of the 3-amino-N-2-pyridylbenzamide (6.4 g), acetone (60 ml), methyl isocyanate (1.8 ml) and a catalytic amount of triethylamine were stirred at room temperature for 24 hours. The resulting crystal was collected by filtration and recrystallized from acetone to provide 6.9 g of 3-(3-methylureido)-N-2-pyridylbenzamide as a colorless acicular crystal (compound 37) (yield: 85%, m.p. 163°-164° C.).